The task is: describe an organic reaction: reactants, conditions, products, and yield. This data is from the Open Reaction Database (ORD), a public repository of structured organic reaction records. As a reaction SMILES: [CH3:1][S:2]([O:5][C:6]1[CH:11]=[CH:10][C:9]([C@H:12]2[CH2:14][O:13]2)=[CH:8][CH:7]=1)(=[O:4])=[O:3].[CH2:15]([NH2:22])[C:16]1[CH:21]=[CH:20][CH:19]=[CH:18][CH:17]=1>>[CH3:1][S:2]([O:5][C:6]1[CH:11]=[CH:10][C:9]([C@H:12]([OH:13])[CH2:14][NH:22][CH2:15][C:16]2[CH:21]=[CH:20][CH:19]=[CH:18][CH:17]=2)=[CH:8][CH:7]=1)(=[O:4])=[O:3]. The product is CS(=O)(=O)OC1=CC=C(C=C1)[C@@H](CNCC1=CC=CC=C1)O (4-((1S)-2-benzylamino-1-hydroxyethyl)phenyl methanesulfonate). Isolated yield 68.6%. Run at temperature 80 celsius. Procedure: A mixture of 4-((S)-oxiranyl)phenyl methanesulfonate (69 g, 322 mmol) and benzylamine (104 g, 971 mmol) was heated at 80° C. for 3 hours. An excess benzylamine was evaporated under reduced pressure and the residue was washed with diisopropyl ether to afford 4-((1S)-2-benzylamino-1-hydroxyethyl)phenyl methanesulfonate (71.0 g, 69%) as white crystals. Reactants: CS(=O)(=O)OC1=CC=C(C=C1)[C@@H]1OC1 (4-((S)-oxiranyl)phenyl methanesulfonate), C(C1=CC=CC=C1)N (benzylamine). Reactants: C1CCNC1, Cc1ccccc1, O=C1CCCC1. The product is C1=C(N2CCCC2)CCC1. Reaction SMILES: [CH2:7]1[CH2:8][CH2:9][NH:10][CH2:11]1.[CH3:12][c:13]1[cH:14][cH:15][cH:16][cH:17][cH:18]1.[O:1]=[C:2]1[CH2:3][CH2:4][CH2:5][CH2:6]1>>[C:2]1([N:10]2[CH2:9][CH2:8][CH2:7][CH2:11]2)=[CH:3][CH2:4][CH2:5][CH2:6]1.